From a dataset of the Open Reaction Database (ORD), a public repository of structured organic reaction records. describe an organic reaction: reactants, conditions, products, and yield The reactants are Cc1ccc(Br)cn1, ClCCl, O=C(OC(=O)C(F)(F)F)C(F)(F)F, NC(N)=O, OO. Product: Cc1ccc(Br)c[n+]1[O-]. RXN SMILES: [Br:1][c:2]1[cH:3][cH:4][c:5]([CH3:8])[n:6][cH:7]1.[Cl:28][CH2:29][Cl:30].[F:15][C:16]([F:17])([F:18])[C:19]([O:20][C:21](=[O:22])[C:23]([F:24])([F:25])[F:26])=[O:27].[NH2:11][C:12](=[O:13])[NH2:14].[OH:9][OH:10]>>[Br:1][c:2]1[cH:3][cH:4][c:5]([CH3:8])[n+:6]([O-:13])[cH:7]1. Reactants: C(C)OC(CNC(C1=CC=C(C=C1)N1CCC(CC1)NC[C@@H](C1=CC(=C(C=C1)O)NS(=O)(=O)C)O)=O)=O (Ethyl[(4-{4-[((2R)-2-hydroxy-2-{4-hydroxy-3-[(methylsulfonyl)amino]phenyl}ethyl)amino]-1-piperidineyl}benzoyl)amino]acetate), [OH-].[Na+] (sodium hydroxide). Product: O[C@@H](CNC1CCN(CC1)C1=CC=C(C(=O)NCC(=O)O)C=C1)C1=CC(=C(C=C1)O)NS(=O)(=O)C ([(4-{4-[((2R)-2-Hydroxy-2-{4-hydroxy-3-[(methylsulfonyl)amino]phenyl]ethyl)amino]-1-piperidineyl}benzoyl)amino]acetic acid). RXN SMILES: C([O:3][C:4](=[O:37])[CH2:5][NH:6][C:7](=[O:36])[C:8]1[CH:13]=[CH:12][C:11]([N:14]2[CH2:19][CH2:18][CH:17]([NH:20][CH2:21][C@H:22]([OH:35])[C:23]3[CH:28]=[CH:27][C:26]([OH:29])=[C:25]([NH:30][S:31]([CH3:34])(=[O:33])=[O:32])[CH:24]=3)[CH2:16][CH2:15]2)=[CH:10][CH:9]=1)C.[OH-].[Na+]>>[OH:35][C@H:22]([C:23]1[CH:28]=[CH:27][C:26]([OH:29])=[C:25]([NH:30][S:31]([CH3:34])(=[O:32])=[O:33])[CH:24]=1)[CH2:21][NH:20][CH:17]1[CH2:18][CH2:19][N:14]([C:11]2[CH:10]=[CH:9][C:8]([C:7]([NH:6][CH2:5][C:4]([OH:37])=[O:3])=[O:36])=[CH:13][CH:12]=2)[CH2:15][CH2:16]1 |f:1.2|. Reported procedure: The title compound was prepared from ethyl [(4-{4-[((2R)-2-hydroxy-2-{4-hydroxy-3-[(methylsulfonyl)amino]phenyl}ethyl)amino]-1-piperidineyl}benzoyl)amino]acetate (which was obtained in Example 196) by sodium hydroxide hydrolysis as a white solid; mp >85° C. (decomposed); 1H NMR (300 MHz, DMSO-d6) δ 1.20-1.40 (m, 2H), 1.75-1.90 (m, 2H), 2.55-2.90 (m, 5H), 2.80 (s, 3H), 3.49 (d, J=4.5 Hz, 2H), 3.70-3.80 (m, 2H), 4.43 (dd, J=7.9, 4.4 Hz, 1H), 6.70 (d, J=7.4 Hz, 1H), 6.81 (dd, J=7.4, 2.0 Hz, 1H), 6.... The reactants are [BH4-], CO, NC1CC1, O=Cc1cc(CNC(=O)CC(F)(F)F)ccc1Cl, [Na+]. Yields the product O=C(CC(F)(F)F)NCc1ccc(Cl)c(CNC2CC2)c1. RXN SMILES: [BH4-:23].[CH3:25][OH:26].[CH:19]1([NH2:22])[CH2:20][CH2:21]1.[Cl:1][c:2]1[c:3]([CH:17]=[O:18])[cH:4][c:5]([CH2:6][NH:7][C:8]([CH2:9][C:10]([F:11])([F:12])[F:13])=[O:14])[cH:15][cH:16]1.[Na+:24]>>[Cl:1][c:2]1[c:3]([CH2:17][NH:22][CH:19]2[CH2:20][CH2:21]2)[cH:4][c:5]([CH2:6][NH:7][C:8]([CH2:9][C:10]([F:11])([F:12])[F:13])=[O:14])[cH:15][cH:16]1. Reactants: COc1cc(C(=O)c2ccccc2)ccc1C(=O)O, CN1CCc2c(N)cccc2C1. Yields the product COc1cc(C(=O)c2ccccc2)ccc1C(=O)Nc1cccc2c1CCN(C)C2. Reaction SMILES: [C:13]([c:14]1[cH:15][cH:16][cH:17][cH:18][cH:19]1)(=[O:20])[c:21]1[cH:22][c:23]([O:30][CH3:31])[c:24]([C:25](=[O:26])[OH:27])[cH:28][cH:29]1.[NH2:1][c:2]1[c:3]2[c:8]([cH:9][cH:10][cH:11]1)[CH2:7][N:6]([CH3:12])[CH2:5][CH2:4]2>>[NH:1]([c:2]1[c:3]2[c:8]([cH:9][cH:10][cH:11]1)[CH2:7][N:6]([CH3:12])[CH2:5][CH2:4]2)[C:25]([c:24]1[c:23]([O:30][CH3:31])[cH:22][c:21]([C:13]([c:14]2[cH:15][cH:16][cH:17][cH:18][cH:19]2)=[O:20])[cH:29][cH:28]1)=[O:26]. Reactants: C(C)OC([C@H](CC1=CC=C(C=C1)O)OCC)=O ((2S)-2-ethoxy-3-(4-hydroxy-phenyl)-propionic acid ethyl ester), C(C)(C)(C)OC(C(C)(C)Br)=O (2-bromo-2-methyl-propionic acid tert-butyl ester), C(C)OC([C@H](CC1=CC=C(C=C1)OCC(=O)OC(C)(C)C)OC)=O ((2S)-3-(4-tert-butoxycarbonylmethoxy-phenyl)-2-methoxy-propionic acid ethyl ester). The product is C(C)OC([C@H](CC1=CC=C(C=C1)OC(C)(C)C(=O)OC(C)(C)C)OCC)=O ((2S)-3-[4-(1-tert-butoxycarbonyl-1-methyl-ethoxy)-phenyl]-2-ethoxy-propionic acid ethyl ester). RXN SMILES: [CH2:1]([O:3][C:4](=[O:17])[C@@H:5]([O:14][CH2:15][CH3:16])[CH2:6][C:7]1[CH:12]=[CH:11][C:10]([OH:13])=[CH:9][CH:8]=1)[CH3:2].[C:18]([O:22][C:23](=[O:28])[C:24](Br)([CH3:26])[CH3:25])([CH3:21])([CH3:20])[CH3:19].C(OC(=O)[C@@H](OC)CC1C=CC(OCC(OC(C)(C)C)=O)=CC=1)C>>[CH2:1]([O:3][C:4](=[O:17])[C@@H:5]([O:14][CH2:15][CH3:16])[CH2:6][C:7]1[CH:8]=[CH:9][C:10]([O:13][C:24]([C:23]([O:22][C:18]([CH3:21])([CH3:20])[CH3:19])=[O:28])([CH3:26])[CH3:25])=[CH:11][CH:12]=1)[CH3:2]. Procedure details: The title compound was prepared (2S)-2-ethoxy-3-(4-hydroxy-phenyl)-propionic acid ethyl ester (example 251, step 3) and 2-bromo-2-methyl-propionic acid tert-butyl ester via the same procedure used to prepare (2S)-3-(4-tert-butoxycarbonylmethoxy-phenyl)-2-methoxy-propionic acid ethyl ester (PREPARATION 3, step 1) to produce a yellow oil. The reactants are N[C@@H]1[C@@H](CCCC1)NC=1C=C(C(=NC1)C#N)NC1=NC(=CC=C1)CC (5-{[(1R,2S)-2-aminocyclohexyl]amino}-3-[(6-ethylpyridin-2-yl)amino]pyridine-2-carbonitrile), C[Si]([O-])(C)C.[K+] (potassium trimethylsilanolate). Solvent: O1CCOCC1 (dioxane). Reaction conditions: temperature 100 celsius. Yields the product N[C@@H]1[C@@H](CCCC1)NC=1C=C(C(=NC1)C(=O)N)NC1=NC(=CC=C1)CC (5-{[(1R,2S)-2-aminocyclohexyl]amino}-3-[(6-ethylpyridin-2-yl)amino]pyridine-2-carboxamide). Reaction SMILES: [NH2:1][C@H:2]1[CH2:7][CH2:6][CH2:5][CH2:4][C@H:3]1[NH:8][C:9]1[CH:10]=[C:11]([NH:17][C:18]2[CH:23]=[CH:22][CH:21]=[C:20]([CH2:24][CH3:25])[N:19]=2)[C:12]([C:15]#[N:16])=[N:13][CH:14]=1.C[Si](C)(C)[O-:28].[K+]>O1CCOCC1>[NH2:1][C@H:2]1[CH2:7][CH2:6][CH2:5][CH2:4][C@H:3]1[NH:8][C:9]1[CH:10]=[C:11]([NH:17][C:18]2[CH:23]=[CH:22][CH:21]=[C:20]([CH2:24][CH3:25])[N:19]=2)[C:12]([C:15]([NH2:16])=[O:28])=[N:13][CH:14]=1 |f:1.2|. Reported procedure: A suspension of 5-{[(1R,2S)-2-aminocyclohexyl]amino}-3-[(6-ethylpyridin-2-yl)amino]pyridine-2-carbonitrile (51 mg, 0.152 mmol) and potassium trimethylsilanolate (486 mg, 3.79 mmol) in dioxane (3 mL) was heated to 100° C. for 3 hours. The reaction mixture was allowed to cool to room temperature, filtered, and concentrated under reduced pressure. The residue was dissolved in DMSO, filtered, and purified via reverse phase HPLC (acetonitrile/water with 0.1% TFA, linear gradient) to afford 5-{[(1R,2S... Reactants: BrC=1C=C(C=CC1)C(O)C=1C(=NC(=NC1)Cl)Cl ((3-bromo-phenyl)-(2,4-dichloro-pyrimidin-5-yl)-methanol), C(=O)(O)[O-].[Na+] (NaHCO3), CC1(CCCC(N1[O])(C)C)C (TEMPO), [O-]Cl.[Na+] (NaClO). Reagents/catalysts: [N+](CCCC)(CCCC)(CCCC)CCCC.[I-] (Bu4NI). The solvent is ClCCl (dichloromethane), O (water). Reaction conditions: temperature 0 celsius, time 2 hour. Product: BrC=1C=C(C=CC1)C(=O)C=1C(=NC(=NC1)Cl)Cl ((3-bromo-phenyl)-(2,4-dichloro-pyrimidin-5-yl)-methanone). RXN SMILES: [Br:1][C:2]1[CH:3]=[C:4]([CH:8]([C:10]2[C:11]([Cl:17])=[N:12][C:13]([Cl:16])=[N:14][CH:15]=2)[OH:9])[CH:5]=[CH:6][CH:7]=1.C([O-])(O)=O.[Na+].CC1(C)N([O])C(C)(C)CCC1.[O-]Cl.[Na+]>ClCCl.[N+](CCCC)(CCCC)(CCCC)CCCC.[I-].O>[Br:1][C:2]1[CH:3]=[C:4]([C:8]([C:10]2[C:11]([Cl:17])=[N:12][C:13]([Cl:16])=[N:14][CH:15]=2)=[O:9])[CH:5]=[CH:6][CH:7]=1 |f:1.2,4.5,7.8,^1:26|. Procedure details: To the solution of (3-bromo-phenyl)-(2,4-dichloro-pyrimidin-5-yl)-methanol (from Example 36 supra) (33 g, 0.098 mol) in dichloromethane (300 mL) was added water (30 mL), NaHCO3 (3.8 g, 0.045 mol), TEMPO (156 mg, 1 mmol) and Bu4NI (1 g, 2.7 mmol) successively. The mixture was cooled to 0° C. and then aqueous NaClO (146 mL) was added dropwise. The resulting mixture was stirred for another two hours. The organic phase was separated and washed with water (100 mL), brine (100 mL) and dried over Na2SO... Starting materials: C(C)[Mg]Br (ethylmagnesium bromide), COC1=CC(CCC1)=O (3-Methoxy-cyclohex-2-enone), O.C1(=CC=C(C=C1)S(=O)(=O)O)C (p-toluenesulfonic acid monohydrate). Reagents/catalysts: CC([O-])C.CC([O-])C.CC([O-])C.CC([O-])C.[Ti+4] (titanium tetraisopropoxide). The solvent is CCOCC (Et2O). The product is C1CC12CC(CCC2)=O (spiro[2.5]octan-5-one). Yield: 32.6%. As a reaction SMILES: CO[C:3]1[CH2:8][CH2:7][CH2:6][C:5](=[O:9])[CH:4]=1.[CH2:10]([Mg]Br)[CH3:11].O.C1(C)C=CC(S(O)(=O)=O)=CC=1>CCOCC.CC(C)[O-].CC(C)[O-].CC(C)[O-].CC(C)[O-].[Ti+4]>[CH2:10]1[C:3]2([CH2:8][CH2:7][CH2:6][C:5](=[O:9])[CH2:4]2)[CH2:11]1 |f:2.3,5.6.7.8.9|. Reported procedure: 3-Methoxy-cyclohex-2-enone (7.8 g, 61.83 mmol) was dissolved in Et2O (100 mL) and titanium tetraisopropoxide (20.1 mL, 68.01 mmol) was added. To the resulting brown solution ethylmagnesium bromide solution (3M, 60 mL, 180 mmol) was added dropwise over 70 minutes. A precipitate formed over the course of the addition. After 2 hours at RT the now dark brown/black reaction mixture was carefully quenched with saturated aqueous NH4Cl. A dark gray precipitate formed and was filtered off over Celite. Th... Procedure: In a stream of nitrogen and at 0° C., 0.16 ml (1.31 mmol) of pivaloyl chloride was added to an anhydrous tetrahydrofuran (10 ml) solution containing 400 mg (1.06 mmol) of 4-phenylethynyl-N-(2-sulfamoylphenyl)benzamide produced in Reference Example 10 and 260 mg (2.12 mmol) of 4-dimethylaminopyridine, the mixture was stirred at room temperature for 1 hour and then the solvent was evaporated under a reduced pressure. The resulting residue was dissolved in ethyl acetate, washed with water, a potass... The reactants are C1(=CC=CC=C1)C#CC1=CC=C(C(=O)NC2=C(C=CC=C2)S(N)(=O)=O)C=C1 (4-phenylethynyl-N-(2-sulfamoylphenyl)benzamide), C(C(C)(C)C)(=O)Cl (pivaloyl chloride). Reagents/catalysts: CN(C1=CC=NC=C1)C (4-dimethylaminopyridine). RXN SMILES: [C:1](Cl)(=[O:6])[C:2]([CH3:5])([CH3:4])[CH3:3].[C:8]1([C:14]#[C:15][C:16]2[CH:34]=[CH:33][C:19]([C:20]([NH:22][C:23]3[CH:28]=[CH:27][CH:26]=[CH:25][C:24]=3[S:29](=[O:32])(=[O:31])[NH2:30])=[O:21])=[CH:18][CH:17]=2)[CH:13]=[CH:12][CH:11]=[CH:10][CH:9]=1>CN(C)C1C=CN=CC=1.O1CCCC1>[C:8]1([C:14]#[C:15][C:16]2[CH:34]=[CH:33][C:19]([C:20]([NH:22][C:23]3[CH:28]=[CH:27][CH:26]=[CH:25][C:24]=3[S:29]([NH:30][C:1](=[O:6])[C:2]([CH3:5])([CH3:4])[CH3:3])(=[O:31])=[O:32])=[O:21])=[CH:18][CH:17]=2)[CH:9]=[CH:10][CH:11]=[CH:12][CH:13]=1. Run in O1CCCC1 (tetrahydrofuran). Reaction conditions: time 1 hour. Yields the product C1(=CC=CC=C1)C#CC1=CC=C(C(=O)NC2=C(C=CC=C2)S(=O)(=O)NC(C(C)(C)C)=O)C=C1 (N-[2-(4-Phenylethynylbenzamido)benzenesulfonyl]pivalamide). Isolated yield 73.7%. Reactants: CC(=O)O[BH-](OC(C)=O)OC(C)=O, CS(=O)(=O)c1cc(C(CC=O)NC(=O)c2cncc3c2cnn3-c2ccc(F)cc2)ccn1, CC#N, CC(Cl)Cl, [Na+]. Yields the product CS(=O)(=O)c1cc(C(CCO)NC(=O)c2cncc3c2cnn3-c2ccc(F)cc2)ccn1. As a reaction SMILES: [C:38]([O:39][BH-:40]([O:41][C:42](=[O:43])[CH3:44])[O:45][C:46](=[O:47])[CH3:48])(=[O:49])[CH3:50].[CH3:1][S:2](=[O:3])(=[O:4])[c:5]1[n:6][cH:7][cH:8][c:9]([CH:11]([CH2:12][CH:13]=[O:14])[NH:15][C:16](=[O:17])[c:18]2[c:19]3[c:20]([cH:21][n:22][cH:23]2)[n:24](-[c:27]2[cH:28][cH:29][c:30]([F:33])[cH:31][cH:32]2)[n:25][cH:26]3)[cH:10]1.[CH3:52][C:53]#[N:54].[Cl:34][CH:35]([Cl:36])[CH3:37].[Na+:51]>>[CH3:1][S:2](=[O:3])(=[O:4])[c:5]1[n:6][cH:7][cH:8][c:9]([CH:11]([CH2:12][CH2:13][OH:14])[NH:15][C:16](=[O:17])[c:18]2[c:19]3[c:20]([cH:21][n:22][cH:23]2)[n:24](-[c:27]2[cH:28][cH:29][c:30]([F:33])[cH:31][cH:32]2)[n:25][cH:26]3)[cH:10]1.